This data is from the Open Reaction Database (ORD), a public repository of structured organic reaction records. The task is: describe an organic reaction: reactants, conditions, products, and yield Starting materials: FC1=C(C(=CC=C1)[N+](=O)[O-])C (1-fluoro-2-methyl-3-nitrobenzene), C(C(=O)OCC)(=O)OCC (diethyl oxalate), [Na] (Sodium), [O-]CC.[Na+] (sodium ethoxide). The solvent is CCO (EtOH), CCO (EtOH), O (water). The product is FC1=C(C(=CC=C1)[N+](=O)[O-])CC(C(=O)O)=O (3-(2-fluoro-6-nitrophenyl)-2-oxopropanoic acid). The yield is 21.3%. As a reaction SMILES: [Na].[O-]CC.[Na+].[F:6][C:7]1[CH:12]=[CH:11][CH:10]=[C:9]([N+:13]([O-:15])=[O:14])[C:8]=1[CH3:16].[C:17](OCC)(=[O:23])[C:18]([O:20]CC)=[O:19]>CCO.O>[F:6][C:7]1[CH:12]=[CH:11][CH:10]=[C:9]([N+:13]([O-:15])=[O:14])[C:8]=1[CH2:16][C:17](=[O:23])[C:18]([OH:20])=[O:19] |f:1.2,^1:0|. Procedure: Sodium (2.30 g, 100 mmol) was added to anhydrous EtOH (80 mL) at 0-5° C. for 10 min to prepare a fresh sodium ethoxide solution. A solution of 1-fluoro-2-methyl-3-nitrobenzene (14.4 g, 93.0 mmol) and diethyl oxalate (15.3 g, 105 mmol) in EtOH (80 mL) was added to the above solution, and the resulting mixture was then refluxed for 45 min. After cooling down, the red dark solution was diluted with water (100 mL). After removal of the ethanol, the residue was extracted with EtOAc. The aqueous layer... Starting materials: CS(=O)(=O)O, CC1NCCNC1C, CC(=O)[O-], CCO, CC1NCCNC1C, O=C(Cl)OCc1ccccc1, [K+], O. Yields the product CC1NCCN(C(=O)OCc2ccccc2)C1C. RXN SMILES: [CH3:17][S:18](=[O:19])(=[O:20])[OH:21].[CH3:1][CH:2]1[NH:3][CH2:4][CH2:5][NH:6][CH:7]1[CH3:8].[CH3:23][C:24](=[O:25])[O-:26].[CH3:39][CH2:40][OH:41].[CH3:9][CH:10]1[CH:11]([CH3:12])[NH:13][CH2:14][CH2:15][NH:16]1.[Cl:27][C:28](=[O:29])[O:30][CH2:31][c:32]1[cH:33][cH:34][cH:35][cH:36][cH:37]1.[K+:22].[OH2:38]>>[CH3:1][CH:2]1[N:3]([C:28](=[O:29])[O:30][CH2:31][c:32]2[cH:33][cH:34][cH:35][cH:36][cH:37]2)[CH2:4][CH2:5][NH:6][CH:7]1[CH3:8].